Dataset: the Open Reaction Database (ORD), a public repository of structured organic reaction records. Task: describe an organic reaction: reactants, conditions, products, and yield The reactants are O (water), C(CC)(=O)C=1C(CC(CC1O)C1=CC=C(C=C1)OC1=CC(=CC=C1)S(=O)(=O)C)=O (2-propionyl-3-hydroxy-5-(4-(3-(methylsulfonyl)phenoxy)phenyl)-cyclohex-2-en-1-one), Cl.C(C)ON (ethoxyamine hydrochloride), C(C)(=O)[O-].[Na+] (sodium acetate). Solvent: C(Cl)Cl (methylene chloride), C(C)O (ethanol). Run at time 16 hour. Yields the product C(C)ON=C(CC)C=1C(CC(CC1O)C1=CC=C(C=C1)OC1=CC(=CC=C1)S(=O)(=O)C)=O (2-(1-(Ethoxyimino)propyl)-3-hydroxy-5-(4-(3-(methylsulfonyl)phenoxy)phenyl)-cyclohex-2-en-1-one). RXN SMILES: [C:1]([C:5]1[C:6](=[O:29])[CH2:7][CH:8]([C:12]2[CH:17]=[CH:16][C:15]([O:18][C:19]3[CH:24]=[CH:23][CH:22]=[C:21]([S:25]([CH3:28])(=[O:27])=[O:26])[CH:20]=3)=[CH:14][CH:13]=2)[CH2:9][C:10]=1[OH:11])(=O)[CH2:2][CH3:3].Cl.[CH2:31]([O:33][NH2:34])[CH3:32].C([O-])(=O)C.[Na+].O>C(Cl)Cl.C(O)C>[CH2:31]([O:33][N:34]=[C:1]([C:5]1[C:6](=[O:29])[CH2:7][CH:8]([C:12]2[CH:17]=[CH:16][C:15]([O:18][C:19]3[CH:24]=[CH:23][CH:22]=[C:21]([S:25]([CH3:28])(=[O:27])=[O:26])[CH:20]=3)=[CH:14][CH:13]=2)[CH2:9][C:10]=1[OH:11])[CH2:2][CH3:3])[CH3:32] |f:1.2,3.4|. Procedure: A solution of 1.8 g (4.3 mmol) of 2-propionyl-3-hydroxy-5-(4-(3-(methylsulfonyl)phenoxy)phenyl)-cyclohex-2-en-1-one in 5 mL of methylene chloride and 10 mL of absolute ethanol at room temperature was treated with 0.50 g (5.2 mmol) of ethoxyamine hydrochloride and 0.50 g (6.1 mmol) of anhydrous sodium acetate. After stirring under a nitrogen atmosphere for 16 hours, the mixture was poured into 100 mL of water and extracted thrice with 15 mL portions of methylene chloride. The combined extracts we...